Dataset: the Open Reaction Database (ORD), a public repository of structured organic reaction records. Task: describe an organic reaction: reactants, conditions, products, and yield Starting materials: CN(C)CC1=CNC2=C1C(=CC=C2)[N+](=O)[O-] (4-nitrogramine), [N+](=O)([O-])CC(=O)OCC (ethyl nitroacetate), ClC1=CC=CC=C1 (chlorobenzene). The product is [N+](=O)([O-])C1=C2C=C(NC2=CC=C1)CC(C(=O)OCC)[N+](=O)[O-] (ethyl 3-(4-nitro-2-indolyl)-2-nitropropionate). Reaction SMILES: CN(C[C:5]1[C:9]2[C:10]([N+:14]([O-:16])=[O:15])=[CH:11][CH:12]=[CH:13][C:8]=2[NH:7][CH:6]=1)C.[N+:17]([CH2:20][C:21]([O:23][CH2:24][CH3:25])=[O:22])([O-:19])=[O:18].Cl[C:27]1C=CC=CC=1>>[N+:14]([C:10]1[CH:11]=[CH:12][CH:13]=[C:8]2[C:9]=1[CH:5]=[C:6]([CH2:27][CH:20]([N+:17]([O-:19])=[O:18])[C:21]([O:23][CH2:24][CH3:25])=[O:22])[NH:7]2)([O-:16])=[O:15]. Reported procedure: A solution of 60 g of 4-nitrogramine [J. B. Hester, J. Org. Chem., 29, 1158 (1964)] and 54 g of ethyl nitroacetate in 1.2 L of chlorobenzene was heated at 100° C. for 1.5 h. After cooling the mixture was filtered, washed with cold methylene chloride and dried in vacuo to afford 58.9 g of ethyl 3-(4-nitro-2-indolyl)-2-nitropropionate as a yellow solid: mp 159°-160.5° C. Another 11 g may be recovered from the filtrate by dilution with hexane, preparative liquid chromatography [silica; methylene ch... Starting materials: CS(=O)(=O)Cl, CO, OCc1cnc(N2CCC(c3cc(Cl)c(Cl)c(Cl)c3)(C(F)(F)F)C2)nc1C(F)(F)F, N, C1CCOC1, O, O. Product: NCc1cnc(N2CCC(c3cc(Cl)c(Cl)c(Cl)c3)(C(F)(F)F)C2)nc1C(F)(F)F. RXN SMILES: [CH3:36][S:37](=[O:38])(=[O:39])[Cl:40].[CH3:44][OH:45].[Cl:1][c:2]1[cH:3][c:4]([C:10]2([C:27]([F:28])([F:29])[F:30])[CH2:11][N:12]([c:15]3[n:16][cH:17][c:18]([CH2:25][OH:26])[c:19]([C:21]([F:22])([F:23])[F:24])[n:20]3)[CH2:13][CH2:14]2)[cH:5][c:6]([Cl:9])[c:7]1[Cl:8].[NH3:42].[O:31]1[CH2:32][CH2:33][CH2:34][CH2:35]1.[OH2:41].[OH2:43]>>[Cl:1][c:2]1[cH:3][c:4]([C:10]2([C:27]([F:28])([F:29])[F:30])[CH2:11][N:12]([c:15]3[n:16][cH:17][c:18]([CH2:25][NH2:42])[c:19]([C:21]([F:22])([F:23])[F:24])[n:20]3)[CH2:13][CH2:14]2)[cH:5][c:6]([Cl:9])[c:7]1[Cl:8]. Procedure: Starting from 4,5-dimethyl-2-thiono-4-oxazoline and N-ethylthiophthalimide there is obtained (4,5-dimethyl-2-oxazolyl)ethyl-disulphide. nD20 = 1.5467. IR (liq.): bands inter alia at 3020, 2970, 1640, 1450, 1175, 1105, 950, 745 cm-1. Reactants: CC=1NC(OC1C)=S (4,5-dimethyl-2-thiono-4-oxazoline), C(C)N1C(C=2C(C1=O)=CC=CC2)=S (N-ethylthiophthalimide). The product is CC=1N=C(OC1C)SSCC ((4,5-dimethyl-2-oxazolyl)ethyl-disulphide). Reaction SMILES: [CH3:1][C:2]1[NH:3][C:4](=[S:8])[O:5][C:6]=1[CH3:7].C(N1C(=O)C2=CC=CC=[C:13]2[C:12]1=[S:21])C>>[CH3:1][C:2]1[N:3]=[C:4]([S:8][S:21][CH2:12][CH3:13])[O:5][C:6]=1[CH3:7]. Starting materials: Na(CN)BH3, [OH-].[Na+] (NaOH), FC1=C(C=CC(=C1)N1C(C=CC=C1)=O)NC(=O)N1C[C@H](C(C1)=O)CNC(=O)C=1SC(=CC1)Cl ((R)-3-{[(5-chloro-thiophene-2-carbonyl)-amino]-methyl}-4-oxo-pyrrolidine-1-carboxylic acid[2-fluoro-4-(2-oxo-2H-pyridin-1-yl)-phenyl]-amide), C1CCOC1 (THF), CN (methylamine). The solvent is O (water), CC(=O)O (AcOH). Conditions: temperature 22 celsius, time 1.5 hour. Yields the product FC1=C(C=CC(=C1)N1C(C=CC=C1)=O)NC(=O)N1C[C@H](C(C1)NC)CNC(=O)C=1SC(=CC1)Cl ((R)-3-{[(5-chloro-thiophene-2-carbonyl)-amino]-methyl}-4-methylamino-pyrrolidine-1-carboxylic acid[2-fluoro-4-(2-oxo-2H-pyridin-1-yl)-phenyl]-amide). Reaction SMILES: [F:1][C:2]1[CH:7]=[C:6]([N:8]2[CH:13]=[CH:12][CH:11]=[CH:10][C:9]2=[O:14])[CH:5]=[CH:4][C:3]=1[NH:15][C:16]([N:18]1[CH2:22][C:21](=O)[C@H:20]([CH2:24][NH:25][C:26]([C:28]2[S:29][C:30]([Cl:33])=[CH:31][CH:32]=2)=[O:27])[CH2:19]1)=[O:17].C1COCC1.[CH3:39][NH2:40].[OH-].[Na+]>O.CC(O)=O>[F:1][C:2]1[CH:7]=[C:6]([N:8]2[CH:13]=[CH:12][CH:11]=[CH:10][C:9]2=[O:14])[CH:5]=[CH:4][C:3]=1[NH:15][C:16]([N:18]1[CH2:22][CH:21]([NH:40][CH3:39])[C@H:20]([CH2:24][NH:25][C:26]([C:28]2[S:29][C:30]([Cl:33])=[CH:31][CH:32]=2)=[O:27])[CH2:19]1)=[O:17] |f:3.4|. Procedure details: A solution of the (R)-3-{[(5-chloro-thiophene-2-carbonyl)-amino]-methyl}-4-oxo-pyrrolidine-1-carboxylic acid[2-fluoro-4-(2-oxo-2H-pyridin-1-yl)-phenyl]-amide (120 mg, example 81.3) and 12 ml of THF saturated with methylamine was treated at 5° C. with 3.5 ml of AcOH until pH=6 and the mixture was warmed to 22° C. After 1.5 h, the mixture was treated with 24 mg of Na(CN)BH3 and stirring was continued for 2.5 h. The mixture was diluted with 5 ml of water, the pH was adjusted to 14 using 3 N NaOH an... The reactants are COC(C1=CC2=C(N=C(S2)N[C@H]2[C@@H](CCCC2)O)C=C1)C1=CNC2=NC=CC=C21 ((1R,2R)-2-((6-(methoxy(1H-pyrrolo[2,3-b]pyridin-3-yl)methyl)benzo[d]thiazol-2-yl)amino)cyclohexanol), C(C)[SiH](CC)CC (triethylsilane), C(=O)(C(F)(F)F)O (TFA). Solvent: CC#N (CH3CN). Run at temperature 60 celsius, time 8 hour. Product: N1C=C(C=2C1=NC=CC2)CC2=CC1=C(N=C(S1)N[C@H]1[C@@H](CCCC1)O)C=C2 ((1R,2R)-2-((6-((1H-pyrrolo[2,3-b]pyridin-3-yl)methyl)benzo[d]thiazol-2-yl)amino)cyclohexanol). Yield: 30.7%. As a reaction SMILES: CO[CH:3]([C:21]1[C:29]2[C:24](=[N:25][CH:26]=[CH:27][CH:28]=2)[NH:23][CH:22]=1)[C:4]1[CH:20]=[CH:19][C:7]2[N:8]=[C:9]([NH:11][C@@H:12]3[CH2:17][CH2:16][CH2:15][CH2:14][C@H:13]3[OH:18])[S:10][C:6]=2[CH:5]=1.C([SiH](CC)CC)C.C(O)(C(F)(F)F)=O>CC#N>[NH:23]1[C:24]2=[N:25][CH:26]=[CH:27][CH:28]=[C:29]2[C:21]([CH2:3][C:4]2[CH:20]=[CH:19][C:7]3[N:8]=[C:9]([NH:11][C@@H:12]4[CH2:17][CH2:16][CH2:15][CH2:14][C@H:13]4[OH:18])[S:10][C:6]=3[CH:5]=2)=[CH:22]1. Procedure details: To a solution of (1R,2R)-2-((6-(methoxy(1H-pyrrolo[2,3-b]pyridin-3-yl)methyl)benzo[d]thiazol-2-yl)amino)cyclohexanol (20 mg, 0.049 mmol) from Step 3 of Example 12 in CH3CN (10 mL) were added triethylsilane (11.4 mg, 0.092 mmol) and TFA (10.4 mg, 0.092 mmol) at rt. The mixture was stirred at 60° C. overnight. After cooling to rt, the reaction mixture was concentrated under reduced pressure. The crude product was purified by HPLC using a mixture of water (5% CH3CN, 0.05% AcOH) and CH3CN (0.05% AcO...